describe an organic reaction: reactants, conditions, products, and yield From a dataset of the Open Reaction Database (ORD), a public repository of structured organic reaction records. The reactants are ClC1=CC2=C(C(NC3=NC=CC=C23)=O)C=C1 (9-Chloro-5H-benzo[c][1,8]naphthyridin-6-one), NC1=CC=C(C=C1)NC(C)=O (N-(4-Amino-phenyl)-acetamide). Yields the product O=C1NC2=NC=CC=C2C2=C1C=CC(=C2)NC2=CC=C(C=C2)NC(C)=O (N-[4-(6-Oxo-5,6-dihydro-benzo[c][1,8]naphthyridin-9-ylamino)-phenyl]-acetamide). The yield is 13.2%. RXN SMILES: Cl[C:2]1[CH:16]=[CH:15][C:5]2[C:6](=[O:14])[NH:7][C:8]3[C:13]([C:4]=2[CH:3]=1)=[CH:12][CH:11]=[CH:10][N:9]=3.[NH2:17][C:18]1[CH:23]=[CH:22][C:21]([NH:24][C:25](=[O:27])[CH3:26])=[CH:20][CH:19]=1>>[O:14]=[C:6]1[C:5]2[CH:15]=[CH:16][C:2]([NH:17][C:18]3[CH:19]=[CH:20][C:21]([NH:24][C:25](=[O:27])[CH3:26])=[CH:22][CH:23]=3)=[CH:3][C:4]=2[C:13]2[C:8](=[N:9][CH:10]=[CH:11][CH:12]=2)[NH:7]1. Procedure details: The title compound was synthesized according to the procedure described for the preparation of Example 231 using 6 (50 mg, 0.22 mmol) and N-(4-Amino-phenyl)-acetamide (38 mg, 0.33 mmol) to provide 234 (10 mg, 17% yield) as a brown solid. LC-MS (M+H=345, obsd.=345). RXN SMILES: [Cl:1][C:2]1[C:3]([C:8]([OH:10])=O)=[N:4][NH:5][C:6]=1[CH3:7].[Cl:11][C:12]1[CH:13]=[C:14]([CH:21]=[CH:22][C:23]=1[Cl:24])[CH2:15][NH:16][CH2:17][CH2:18][CH2:19][CH3:20]>>[CH2:17]([N:16]([CH2:15][C:14]1[CH:21]=[CH:22][C:23]([Cl:24])=[C:12]([Cl:11])[CH:13]=1)[C:8]([C:3]1[C:2]([Cl:1])=[C:6]([CH3:7])[NH:5][N:4]=1)=[O:10])[CH2:18][CH2:19][CH3:20]. Yields the product C(CCC)N(C(=O)C1=NNC(=C1Cl)C)CC1=CC(=C(C=C1)Cl)Cl (N-Butyl-4-chloro-N-(3,4-dichlorobenzyl)-5-methyl-1H-pyrazole-3-carboxamide). Yield: 47.8%. Reactants: Intermediate 168A, ClC=1C(=NNC1C)C(=O)O (4-chloro-5-methyl-1H-pyrazole-3-carboxylic acid), ClC=1C=C(CNCCCC)C=CC1Cl (N-(3,4-dichlorobenzyl)butan-1-amine), ClC=1C=C(CNCCCC)C=CC1Cl (N-(3,4-dichlorobenzyl)butan-1-amine). Reported procedure: Following a procedure analogous to that for the synthesis of Intermediate 168A, 4-chloro-5-methyl-1H-pyrazole-3-carboxylic acid (1.50 g, 9.32 mmol) and N-(3,4-dichlorobenzyl)butan-1-amine (Intermediate 126, 2.16 g, 9.32 mmol) provided the title compound (1.67 g, 48%) as a colorless oil. 1H NMR (CDCl3, 1:1 mixture of amide rotamers) δ 7.50-7.32 (m, 2H), 7.24-7.06 (m, 1H), 4.79-4.55 (m, 2H), 3.47-3.26 (m, 2H), 2.34-2.19 (m, 3H), 1.71-1.46 (m, 2H), 1.35 (br s, 1H), 1.18 (br s, 1H), 0.93 (d, J=6.4 H... Reactants: aqueous solution, C(C=C)(=O)N (acrylamide), [Cl-].C[N+](CCOC(C=C)=O)(C)C (2-trimethylammonioethylacrylate chloride), C(CCC)OC(C=C)=O (n-butylacrylate). Solvent: C(C)(C)O (isopropanol). Conditions: temperature 75 celsius. The product is C(CCC)OC(C=C)=O.C(C=C)(=O)N (n-Butylacrylate Acrylamide). Reaction SMILES: [Cl-].C[N+](C)(C)CCOC(=O)C=C.[CH2:13]([O:17][C:18](=[O:21])[CH:19]=[CH2:20])[CH2:14][CH2:15][CH3:16].[C:22]([NH2:26])(=[O:25])[CH:23]=[CH2:24]>C(O)(C)C>[CH2:13]([O:17][C:18](=[O:21])[CH:19]=[CH2:20])[CH2:14][CH2:15][CH3:16].[C:22]([NH2:26])(=[O:25])[CH:23]=[CH2:24] |f:0.1,5.6|. Reported procedure: To a 500 mL round-bottom, three-neck flask fitted with a thermocouple, reflux condenser, and septum was added 150 mL of isopropanol followed by 16.13 g of a 50% aqueous solution of 2-trimethylammonioethylacrylate chloride, 8.06 g of n-butylacrylate, and 8.06 g of acrylamide. The solution was purged with nitrogen for 1 hour and 0.5 g AIBN was added. The mixture was purged for ~ 15 minutes until all of the AIBN dissolved. The solution was heated to 75° C. under nitrogen for 16 hours. Reactants: [NH4+].[NH4+].OP(=O)([O-])[O-] (ammonium phosphate dibasic), [OH-].[NH4+] (ammonium hydroxide), [NH4+].[NH4+].OP(=O)([O-])[O-] (ammonium phosphate dibasic), [OH-].[NH4+] (ammonium hydroxide), O.O.O.O.[N+](=O)([O-])[O-].[Ca+2].[N+](=O)([O-])[O-] (calcium nitrate tetrahydrate). The solvent is O (water), O (water), O (water), O (water). Conditions: time 8 hour. The product is O.O.O.O.[N+](=O)([O-])[O-].[Ca+2].[N+](=O)([O-])[O-] (calcium nitrate tetrahydrate), P(=O)([O-])([O-])[O-].[Ca+2].[Ca+2].[Ca+2].P(=O)([O-])([O-])[O-] (tricalcium phosphate). RXN SMILES: [OH-:1].[NH4+].[NH4+].[NH4+].[OH:5][P:6]([O-:9])([O-:8])=[O:7].O.O.O.O.[N+:14]([O-:17])([O-:16])=[O:15].[Ca+2:18].[N+:19]([O-:22])([O-:21])=[O:20]>O>[OH2:5].[OH2:15].[OH2:20].[OH2:1].[N+:14]([O-:17])([O-:16])=[O:15].[Ca+2:18].[N+:19]([O-:22])([O-:21])=[O:20].[P:6]([O-:9])([O-:8])([O-:7])=[O:5].[Ca+2:18].[Ca+2:18].[Ca+2:18].[P:6]([O-:9])([O-:8])([O-:7])=[O:5] |f:0.1,2.3.4,5.6.7.8.9.10.11,13.14.15.16.17.18.19,20.21.22.23.24|. Procedure details: Tricalcium phosphate (β-whitlockite crystalline form) was prepared by the following technique. A solution of 141.7 grams of calcium nitrate tetrahydrate in 400 ml of water was prepared and the pH adjusted to about pH 11 with concentrated ammonium hydroxide. This solution was then diluted to about 900 ml with water and placed in a three liter flask fitted with a dropping funnel and mechanical stirring apparatus. Separately, 66.1 grams of ammonium phosphate dibasic was added to 750 ml of water. Th... Starting materials: C1(CCCCC1)C=1C=2C=CC(=CC2N2CC(COC3=C(C21)C=CC(=C3)F)=O)C(=O)OC (methyl 14-cyclohexyl-3-fluoro-7-oxo-7,8-dihydro-6H-indolo[1,2-e][1,5]benzoxazocine-11-carboxylate), C(C)(=O)O[BH-](OC(C)=O)OC(C)=O.[Na+] (sodium triacetoxyborohydride), CN(CCN)C (N,N-dimethylethane-1,2-diamine), CC(=O)O (HOAc), [OH-].[Na+] (NaOH). Solvent: CCOC(=O)C (EtOAc), ClCCCl (DCE). Conditions: time 5 minute. Yields the product C1(CCCCC1)C=1C=2C=CC(=CC2N2CC(COC3=C(C21)C=CC(=C3)F)NCCN(C)C)C(=O)OC (methyl 14-cyclohexyl-7-{[2-(dimethylamino)ethyl]amino}-3-fluoro-7,8-dihydro-6H-indolo[1,2-e][1,5]benzoxazocine-11-carboxylate). Reaction SMILES: [CH:1]1([C:7]2[C:8]3[CH:9]=[CH:10][C:11]([C:28]([O:30][CH3:31])=[O:29])=[CH:12][C:13]=3[N:14]3[C:21]=2[C:20]2[CH:22]=[CH:23][C:24]([F:26])=[CH:25][C:19]=2[O:18][CH2:17][C:16](=O)[CH2:15]3)[CH2:6][CH2:5][CH2:4][CH2:3][CH2:2]1.[CH3:32][N:33]([CH3:37])[CH2:34][CH2:35][NH2:36].CC(O)=O.C(O[BH-](OC(=O)C)OC(=O)C)(=O)C.[Na+].[OH-].[Na+]>ClCCCl.CCOC(C)=O>[CH:1]1([C:7]2[C:8]3[CH:9]=[CH:10][C:11]([C:28]([O:30][CH3:31])=[O:29])=[CH:12][C:13]=3[N:14]3[C:21]=2[C:20]2[CH:22]=[CH:23][C:24]([F:26])=[CH:25][C:19]=2[O:18][CH2:17][CH:16]([NH:36][CH2:35][CH2:34][N:33]([CH3:37])[CH3:32])[CH2:15]3)[CH2:6][CH2:5][CH2:4][CH2:3][CH2:2]1 |f:3.4,5.6|. Procedure details: To a solution of foregoing crude ketone (from Step 4) in DCE (0.06 M) was added N,N-dimethylethane-1,2-diamine (1.0 eq) and HOAc (1.5 eq.), followed by solid sodium triacetoxyborohydride (1.5 eq). NaOH (20 eq., 1 N) was added after 16 h, and after stirring for 5 min the mixture was taken into EtOAc and washed with water and brine. Drying over Na2SO4 and concentration i. vac. gave the crude product, which was used without further purification; MS (ES+) m/z 494 (M+H)+. The reactants are IC=1C=C(C(=O)N)C=CC1 (3-iodobenzamide), CC(C)(C)C=O (pivaldehyde), N1N=NC2=C1C=CC=C2 (benzotriazole), C1(=CC=C(C=C1)S(=O)(=O)O)C (p-toluenesulfonic acid). Yields the product N1(N=NC2=C1C=CC=C2)C(C(C)(C)C)NC(C2=CC(=CC=C2)I)=O (N-(1-(1H-1,2,3-Benzotriazol-1-yl)-2,2-dimethylpropyl)-3-iodobenzamide). RXN SMILES: [I:1][C:2]1[CH:3]=[C:4]([CH:8]=[CH:9][CH:10]=1)[C:5]([NH2:7])=[O:6].[CH3:11][C:12]([CH:15]=O)([CH3:14])[CH3:13].[NH:17]1[C:21]2[CH:22]=[CH:23][CH:24]=[CH:25][C:20]=2[N:19]=[N:18]1.C1(C)C=CC(S(O)(=O)=O)=CC=1>>[N:17]1([CH:15]([NH:7][C:5](=[O:6])[C:4]2[CH:8]=[CH:9][CH:10]=[C:2]([I:1])[CH:3]=2)[C:12]([CH3:13])([CH3:14])[CH3:11])[C:21]2[CH:22]=[CH:23][CH:24]=[CH:25][C:20]=2[N:19]=[N:18]1. Reported procedure: A suspension of 3-iodobenzamide, pivaldehyde, benzotriazole, and p-toluenesulfonic acid was processed as described in Example 1C to provide the title compound.